Dataset: the Open Reaction Database (ORD), a public repository of structured organic reaction records. Task: describe an organic reaction: reactants, conditions, products, and yield Product: CN(CC(O)C=1C=CC(=C(C(=O)OC)C1)OCC1=CC=CC=C1)C (Methyl 5-[2-(dimethylamino)-1-hydroxyethyl]-2-(phenylmethoxy)benzoate). Procedure details: Dimethylamine (33% in ethanol, 156 ml) was added to a stirred suspension of methyl 5-(bromoacetyl)-2-(phenylmethoxy)benzoate (105.8 g) in absolute ethanol (1l) and THF (1l). The resulting solution was stirred at RT for 2 h, treated with NaBH4 (25 g) and stirred at RT overnight. The solvent was removed in vacuo and H2O (500 ml) was added to the residue. The mixture was extracted with EA (2×500 ml), the combined extracts were washed with H2O and BR, dried (Na2SO4) and concentrated in vacuo. The pr... Reaction conditions: time 2 hour. The solvent is C(C)O (ethanol), C1CCOC1 (THF). Reaction SMILES: [CH3:1][NH:2][CH3:3].Br[CH2:5][C:6]([C:8]1[CH:9]=[CH:10][C:11]([O:18][CH2:19][C:20]2[CH:25]=[CH:24][CH:23]=[CH:22][CH:21]=2)=[C:12]([CH:17]=1)[C:13]([O:15][CH3:16])=[O:14])=[O:7].[BH4-].[Na+]>C(O)C.C1COCC1>[CH3:1][N:2]([CH3:3])[CH2:5][CH:6]([C:8]1[CH:9]=[CH:10][C:11]([O:18][CH2:19][C:20]2[CH:25]=[CH:24][CH:23]=[CH:22][CH:21]=2)=[C:12]([CH:17]=1)[C:13]([O:15][CH3:16])=[O:14])[OH:7] |f:2.3|. Starting materials: CNC (Dimethylamine), BrCC(=O)C=1C=CC(=C(C(=O)OC)C1)OCC1=CC=CC=C1 (methyl 5-(bromoacetyl)-2-(phenylmethoxy)benzoate), [BH4-].[Na+] (NaBH4). The reactants are 8a, 8b, CCOC(=O)/N=N/C(=O)OCC (DEAD), C1(=CC=CC=C1)P(C1=CC=CC=C1)C1=CC=CC=C1 (Triphenylphosphine), C(C1=CC=CC=C1)(=O)O (benzoic acid), C1=C(C=CC2=CC=CC=C12)[C@H]1C[C@H](C2=CC=CC=C12)O (cis-3-(2-naphthyl)-indan-1-ol), C1=C(C=CC2=CC=CC=C12)[C@H]1C[C@H](C2=CC=CC=C12)O (cis-3-(2-naphthyl)-indan-1-ol), 6b. Solvent: C1CCOC1 (THF), ethyl acetate hexanes, C1CCOC1 (THF). Conditions: time 3 hour. Product: C1=C(C=CC2=CC=CC=C12)C1CC(C2=CC=CC=C12)=O (3-(2-Naphthyl)indanone). As a reaction SMILES: C1(P(C2C=CC=CC=2)C2C=CC=CC=2)C=CC=CC=1.C(O)(=O)C1C=CC=CC=1.[CH:29]1[C:38]2[C:33](=[CH:34][CH:35]=[CH:36][CH:37]=2)[CH:32]=[CH:31][C:30]=1[C@@H:39]1[C:47]2[C:42](=[CH:43][CH:44]=[CH:45][CH:46]=2)[C@H:41]([OH:48])[CH2:40]1.CCOC(/N=N/C(OCC)=O)=O>C1COCC1>[CH:29]1[C:38]2[C:33](=[CH:34][CH:35]=[CH:36][CH:37]=2)[CH:32]=[CH:31][C:30]=1[CH:39]1[C:47]2[C:42](=[CH:43][CH:44]=[CH:45][CH:46]=2)[C:41](=[O:48])[CH2:40]1. Procedure details: Triphenylphosphine (1.44 g, 5.49 mmol) and benzoic acid (0.60 g, 4.91 mmol) were added to a solution of cis-3-(2-naphthyl)-indan-1-ol, 6a and 6b (0.645 g, 2.48 mmol) in anhydrous THF (20 mL). The reaction was treated dropwise with a solution of DEAD in THF (4.95 M, 1 mL) then stirred under nitrogen atmosphere at room temperature. After 3 h, the reaction solution was directly filtered through a pad of silica and condensed. The resulting residue was purified by radial chromatography (4 mm plate, 1... The reactants are [BH3-]C#N, COc1ccc(CC(C)=O)cc1OC, CO, Cl, [Na+]. Product: COc1ccc(CC(C)N)cc1OC. RXN SMILES: [C:15](#[N:16])[BH3-:17].[CH3:1][O:2][c:3]1[cH:4][c:5]([CH2:11][C:12]([CH3:13])=[O:14])[cH:6][cH:7][c:8]1[O:9][CH3:10].[CH3:20][OH:21].[ClH:19].[Na+:18]>>[CH3:1][O:2][c:3]1[cH:4][c:5]([CH2:11][CH:12]([CH3:13])[NH2:16])[cH:6][cH:7][c:8]1[O:9][CH3:10]. The reactants are CCc1nc(NC(=O)OC(C)(C)C)sc1SC, Cl. The product is CCc1nc(N)sc1SC. Reaction SMILES: [C:1]([O:2][C:3](=[O:4])[NH:7][c:8]1[s:9][c:10]([S:15][CH3:16])[c:11]([CH2:13][CH3:14])[n:12]1)([CH3:5])([CH3:6])[CH3:17].[ClH:18]>>[NH2:7][c:8]1[s:9][c:10]([S:15][CH3:16])[c:11]([CH2:13][CH3:14])[n:12]1. Reactants: ClC=1C(N(C=C(N1)Cl)[C@@H](COC)C)=O (3,5-dichloro-1-[(1R)-2-methoxy-1-methylethyl]-2(1H)-pyrazinone), BrC=1C=C2CCNC2=C(C1)Br (5,7-dibromoindoline). The product is ClC=1N=C(C(N(C1)[C@@H](COC)C)=O)N1CCC2=CC(=CC(=C12)Br)Br (5-Chloro-3-(5,7-dibromo-2,3-dihydro-1H-indol-1-yl)-1-[(1R)-2-methoxy-1-methylethyl]-2(1H)-pyrazinone). Reaction SMILES: Cl[C:2]1[C:3](=[O:14])[N:4]([C@H:9]([CH3:13])[CH2:10][O:11][CH3:12])[CH:5]=[C:6]([Cl:8])[N:7]=1.[Br:15][C:16]1[CH:17]=[C:18]2[C:22](=[C:23]([Br:25])[CH:24]=1)[NH:21][CH2:20][CH2:19]2>>[Cl:8][C:6]1[N:7]=[C:2]([N:21]2[C:22]3[C:18](=[CH:17][C:16]([Br:15])=[CH:24][C:23]=3[Br:25])[CH2:19][CH2:20]2)[C:3](=[O:14])[N:4]([C@H:9]([CH3:13])[CH2:10][O:11][CH3:12])[CH:5]=1. Reported procedure: Prepared in a similar fashion as described for Example 413 using 3,5-dichloro-1-[(1R)-2-methoxy-1-methylethyl]-2(1H)-pyrazinone and 5,7-dibromoindoline as the starting materials. mp 119–120° C.; 1H NMR (300 MHz, CDCl3): δ 7.47 (d, J=1.8 Hz, 1 H), 7.27 (d, J=1.8 Hz, 1 H), 7.06 (s, 1 H), 5.14–5.09 (m, 1 H), 4.32 (t, J=7.9 Hz, 2 H), 3.62–3.52 (m, 2 H), 3.34 (s, 3 H), 3.11 (t, J=8.1 Hz, 2 H), 1.40 (d, J=7.0 Hz, 3 H); HRMS (CI) calcd for C16H16N3O2Br2Cl (M+H)+: 474.9298; found m/z 474.9285. Starting materials: CC(=O)Nc1ccc(C2=NNC(=O)C3CC23)cc1, CO, Cl, [Na+], [OH-], O. The product is Nc1ccc(C2=NNC(=O)C3CC23)cc1. Reaction SMILES: [C:1](=[O:2])([CH3:3])[NH:4][c:5]1[cH:6][cH:7][c:8]([C:11]2=[N:17][NH:16][C:15](=[O:18])[CH:14]3[CH:12]2[CH2:13]3)[cH:9][cH:10]1.[CH3:19][OH:20].[ClH:23].[Na+:22].[OH-:21].[OH2:24]>>[NH2:4][c:5]1[cH:6][cH:7][c:8]([C:11]2=[N:17][NH:16][C:15](=[O:18])[CH:14]3[CH:12]2[CH2:13]3)[cH:9][cH:10]1. The reactants are C(C)OC(=O)C1=C(C(=NO1)C1=CC=C(C=C1)S(=O)(=O)C)[N+](=O)[O-] (3-(4-Methanesulfonyl-phenyl)-4-nitro-isoxazole-5-carboxylic acid ethyl ester), C(C)(=O)OCC (ethyl acetate). Reagents/catalysts: [Zn] (Zn). The solvent is [NH4+].[Cl-] (NH4Cl). Conditions: time 3 hour. Product: C(C)OC(=O)C1=C(C(=NO1)C1=CC=C(C=C1)S(=O)(=O)C)N (4-Amino-3-(4-methanesulfonyl-phenyl)-isoxazole-5-carboxylic acid ethyl ester). As a reaction SMILES: [CH2:1]([O:3][C:4]([C:6]1[O:10][N:9]=[C:8]([C:11]2[CH:16]=[CH:15][C:14]([S:17]([CH3:20])(=[O:19])=[O:18])=[CH:13][CH:12]=2)[C:7]=1[N+:21]([O-])=O)=[O:5])[CH3:2].C(OCC)(=O)C>[NH4+].[Cl-].[Zn]>[CH2:1]([O:3][C:4]([C:6]1[O:10][N:9]=[C:8]([C:11]2[CH:12]=[CH:13][C:14]([S:17]([CH3:20])(=[O:19])=[O:18])=[CH:15][CH:16]=2)[C:7]=1[NH2:21])=[O:5])[CH3:2] |f:2.3|. Procedure details: 3-(4-Methanesulfonyl-phenyl)-4-nitro-isoxazole-5-carboxylic acid ethyl ester (6.2 g) was suspended in sat. NH4Cl (100 mL) and treated with Zn (10.0 g) at room temperature. The reaction was stirred for 3 h and ethyl acetate (100 mL) was added. After stirring for 1 h, zinc was filtered off. The ethyl acetate was taken and washed with H2O, dried over MgSO4 and concentrated under vacuum to afford the crude product (4.3 g, 77%). The product was crystallized in ethyl acetate/hexane (1/3) to afford the... Reactants: OC1=C(C=C(C=O)C=C1OC)C=O (4-hydroxy-5-methoxy-isophthalaldehyde), Br (hydrobromic acid). Solvent: ice water. Reaction conditions: time 3 hour. Yields the product OC1=C(C=C(C=O)C=C1O)C=O (4,5-dihydroxyisophthalaldehyde). As a reaction SMILES: [OH:1][C:2]1[C:9]([O:10]C)=[CH:8][C:5]([CH:6]=[O:7])=[CH:4][C:3]=1[CH:12]=[O:13].Br>>[OH:1][C:2]1[C:9]([OH:10])=[CH:8][C:5]([CH:6]=[O:7])=[CH:4][C:3]=1[CH:12]=[O:13]. Procedure details: 5.0 g of 4-hydroxy-5-methoxy-isophthalaldehyde are treated with 50 ml of constant-boiling hydrobromic acid and heated to boiling under reflux and while stirring under an argon atmosphere for 3 hours. After cooling 50 ml of ice-water are added thereto, and the separated precipitate is filtered under suction and washed with water. The crude product is taken up in ethyl acetate and filtered over 50 g of aluminum oxide (activity grade II). The crystalline material obtained is recrystallized from eth... Reactants: C1(=CC=CC=C1)S(=O)(=O)N1C(N(C(C1)C(=O)O)C1CCCCC1)=O ((RS)-1-benzenesulfonyl-3-cyclohexyl-2-oxo-imidazolidine-4-carboxylic acid), CC1=NC(=C(C#N)C=C1)N1CCNCC1 (6-methyl-2-piperazin-1-yl-nicotinonitrile). Yields the product C1(=CC=CC=C1)S(=O)(=O)N1C(N(C(C1)C(=O)N1CCN(CC1)C1=C(C#N)C=CC(=N1)C)C1CCCCC1)=O ((RS)-2-[4-(1-Benzenesulfonyl-3-cyclohexyl-2-oxo-imidazoldine-4-carbonyl)-piperazin-1-yl]-6-methyl-nicotinonitrile). As a reaction SMILES: [C:1]1([S:7]([N:10]2[CH2:14][CH:13]([C:15](O)=[O:16])[N:12]([CH:18]3[CH2:23][CH2:22][CH2:21][CH2:20][CH2:19]3)[C:11]2=[O:24])(=[O:9])=[O:8])[CH:6]=[CH:5][CH:4]=[CH:3][CH:2]=1.[CH3:25][C:26]1[CH:33]=[CH:32][C:29]([C:30]#[N:31])=[C:28]([N:34]2[CH2:39][CH2:38][NH:37][CH2:36][CH2:35]2)[N:27]=1>>[C:1]1([S:7]([N:10]2[CH2:14][CH:13]([C:15]([N:37]3[CH2:38][CH2:39][N:34]([C:28]4[N:27]=[C:26]([CH3:25])[CH:33]=[CH:32][C:29]=4[C:30]#[N:31])[CH2:35][CH2:36]3)=[O:16])[N:12]([CH:18]3[CH2:23][CH2:22][CH2:21][CH2:20][CH2:19]3)[C:11]2=[O:24])(=[O:8])=[O:9])[CH:6]=[CH:5][CH:4]=[CH:3][CH:2]=1. Procedure details: In analogy to example 1, (RS)-1-benzenesulfonyl-3-cyclohexyl-2-oxo-imidazolidine-4-carboxylic acid (example 39, step 4) was coupled with 6-methyl-2-piperazin-1-yl-nicotinonitrile (CAS 622405-21-4) to give the title compound as an off-white solid. MS: 537.0 ([M+H]+)